Dataset: the Open Reaction Database (ORD), a public repository of structured organic reaction records. Task: describe an organic reaction: reactants, conditions, products, and yield The reactants are IC=1C=C2CCC(N(C2=C(C1)C)C)=O (6-iodo-1,8-dimethyl-1,2,3,4-tetrahydroquinolin-2-one), O[C@]1(C[C@@H](OCC1)C)C=1C=C(SC1)S ((2S,4R)-4-hydroxy-4-(2-mercaptothien-4-yl)-2-methyltetrahydropyran). The product is O[C@]1(C[C@@H](OCC1)C)C=1C=C(SC1)SC=1C=C2CCC(N(C2=C(C1)C)C)=O ((2S,4R)-4-hydroxy-2-methyl-4-[2-(1,8-dimethyl-2-oxo-1,2,3,4-tetrahydroquinolin-6-ylthio)thien-4-yl]tetrahydropyran). The yield is 60.0%. RXN SMILES: I[C:2]1[CH:3]=[C:4]2[C:9](=[C:10]([CH3:12])[CH:11]=1)[N:8]([CH3:13])[C:7](=[O:14])[CH2:6][CH2:5]2.[OH:15][C@:16]1([C:23]2[CH:24]=[C:25]([SH:28])[S:26][CH:27]=2)[CH2:21][CH2:20][O:19][C@@H:18]([CH3:22])[CH2:17]1>>[OH:15][C@:16]1([C:23]2[CH:24]=[C:25]([S:28][C:2]3[CH:3]=[C:4]4[C:9](=[C:10]([CH3:12])[CH:11]=3)[N:8]([CH3:13])[C:7](=[O:14])[CH2:6][CH2:5]4)[S:26][CH:27]=2)[CH2:21][CH2:20][O:19][C@@H:18]([CH3:22])[CH2:17]1. Procedure: Using an analogous procedure to that described in Example 5, 6-iodo-1,8-dimethyl-1,2,3,4-tetrahydroquinolin-2-one was reacted with (2S,4R)-4-hydroxy-4-(2-mercaptothien-4-yl)-2-methyltetrahydropyran to give (2S,4R)-4-hydroxy-2-methyl-4-[2-(1,8-dimethyl-2-oxo-1,2,3,4-tetrahydroquinolin-6-ylthio)thien-4-yl]tetrahydropyran in 60% yield as a foam; The reactants are C (charcoal), C1(=CC=CC=C1)O (phenol), C1(=CC=C(C=C1)N)N (p-phenylene-diamine), NC1=CC=C(C=C1)[N+]#N (4-amino-benzene-diazonium), Cl (hydrochloric acid), N(=O)[O-].[Na+] (sodium nitrite), [OH-].[Na+] (sodium hydroxide). The solvent is O (water). Yields the product OC1=CC=C(C=C1)N=NC1=CC=C(C=C1)N (4-hydroxy-4'-aminoazobenzene). Reaction SMILES: C1(N)C=CC(N)=CC=1.Cl.N([O-])=O.[Na+].C.[C:15]1([OH:21])[CH:20]=[CH:19][CH:18]=[CH:17][CH:16]=1.[OH-].[Na+].[NH2:24][C:25]1[CH:30]=[CH:29][C:28]([N+:31]#[N:32])=[CH:27][CH:26]=1>O>[OH:21][C:15]1[CH:20]=[CH:19][C:18]([N:32]=[N:31][C:28]2[CH:29]=[CH:30][C:25]([NH2:24])=[CH:26][CH:27]=2)=[CH:17][CH:16]=1 |f:2.3,6.7|. Procedure details: 108 Parts by weight of p-phenylene-diamine which are placed into 300 parts by volume of water and 1000 parts by weight of ice are diazotized at a pH of from 1.5 to 3.5 by adding a total of about 200 parts by volume of 31% by weight hydrochloric acid and about 69 parts by weight of sodium nitrite in an aqueous solution. Upon clarification with active charcoal/guhr, 180 parts by weight of phenol are added, and a pH in the range of from 8 to 11 is established with 90 parts by volume of a 33% by wei...